This data is from the Open Reaction Database (ORD), a public repository of structured organic reaction records. The task is: describe an organic reaction: reactants, conditions, products, and yield Yields the product CC1CN(C(=O)c2ccccc2)CCN1c1nnc(-c2ccc(Cl)cc2F)c2cccnc12. Starting materials: CC1CN(C(=O)c2ccccc2)CCN1c1nnc(Cl)c2cccnc12, OB(O)c1ccc(Cl)cc1F, [Na+], [Na+], O=C([O-])[O-], c1ccc(P(c2ccccc2)(c2ccccc2)[Pd](P(c2ccccc2)(c2ccccc2)c2ccccc2)(P(c2ccccc2)(c2ccccc2)c2ccccc2)P(c2ccccc2)(c2ccccc2)c2ccccc2)cc1. RXN SMILES: [Cl:1][c:2]1[c:3]2[c:4]([c:5]([N:8]3[CH:9]([CH3:22])[CH2:10][N:11]([C:14](=[O:15])[c:16]4[cH:17][cH:18][cH:19][cH:20][cH:21]4)[CH2:12][CH2:13]3)[n:6][n:7]1)[n:23][cH:24][cH:25][cH:26]2.[Cl:27][c:28]1[cH:29][c:30]([F:37])[c:31]([B:34]([OH:35])[OH:36])[cH:32][cH:33]1.[Na+:38].[Na+:39].[O-:40][C:41](=[O:42])[O-:43].[cH:44]1[cH:45][cH:46][c:47]([P:48]([Pd:49]([P:50]([c:51]2[cH:52][cH:53][cH:54][cH:55][cH:56]2)([c:57]2[cH:58][cH:59][cH:60][cH:61][cH:62]2)[c:63]2[cH:64][cH:65][cH:66][cH:67][cH:68]2)([P:69]([c:70]2[cH:71][cH:72][cH:73][cH:74][cH:75]2)([c:76]2[cH:77][cH:78][cH:79][cH:80][cH:81]2)[c:82]2[cH:83][cH:84][cH:85][cH:86][cH:87]2)[P:88]([c:89]2[cH:90][cH:91][cH:92][cH:93][cH:94]2)([c:95]2[cH:96][cH:97][cH:98][cH:99][cH:100]2)[c:101]2[cH:102][cH:103][cH:104][cH:105][cH:106]2)([c:107]2[cH:108][cH:109][cH:110][cH:111][cH:112]2)[c:113]2[cH:114][cH:115][cH:116][cH:117][cH:118]2)[cH:119][cH:120]1>>[c:2]1(-[c:31]2[c:30]([F:37])[cH:29][c:28]([Cl:27])[cH:33][cH:32]2)[c:3]2[c:4]([c:5]([N:8]3[CH:9]([CH3:22])[CH2:10][N:11]([C:14](=[O:15])[c:16]4[cH:17][cH:18][cH:19][cH:20][cH:21]4)[CH2:12][CH2:13]3)[n:6][n:7]1)[n:23][cH:24][cH:25][cH:26]2.